Dataset: the Open Reaction Database (ORD), a public repository of structured organic reaction records. Task: describe an organic reaction: reactants, conditions, products, and yield The reactants are C1CCOC1, Cc1cc(F)ccc1-c1nc(S(C)(=O)=O)nc2c1ccc(=O)n2-c1ccccc1F, NC1CCOCC1. Yields the product Cc1cc(F)ccc1-c1nc(NC2CCOCC2)nc2c1ccc(=O)n2-c1ccccc1F. As a reaction SMILES: [CH2:38]1[O:39][CH2:40][CH2:41][CH2:42]1.[F:1][c:2]1[cH:3][c:4]([CH3:30])[c:5](-[c:8]2[c:9]3[c:10]([n:11][c:12]([S:14]([CH3:15])(=[O:16])=[O:17])[n:13]2)[n:18](-[c:23]2[c:24]([F:29])[cH:25][cH:26][cH:27][cH:28]2)[c:19](=[O:22])[cH:20][cH:21]3)[cH:6][cH:7]1.[NH2:31][CH:32]1[CH2:33][CH2:34][O:35][CH2:36][CH2:37]1>>[F:1][c:2]1[cH:3][c:4]([CH3:30])[c:5](-[c:8]2[c:9]3[c:10]([n:11][c:12]([NH:31][CH:32]4[CH2:33][CH2:34][O:35][CH2:36][CH2:37]4)[n:13]2)[n:18](-[c:23]2[c:24]([F:29])[cH:25][cH:26][cH:27][cH:28]2)[c:19](=[O:22])[cH:20][cH:21]3)[cH:6][cH:7]1. Starting materials: alkoxide, CN(C)CCC(O)C1=CC=CC=C1 (N,N-dimethyl-3-phenyl-3-hydroxypropylamine), FC1=C(C=CC=C1)C (2-fluorotoluene). Run in CN1C(N(CC1)C)=O (1,3-dimethyl-2-imidazolidinone). The product is CN(C)CCC(C1=CC=CC=C1)OC1=C(C=CC=C1)C (N,N-dimethyl-3-(2-methylphenoxy)-3-phenylpropylamine). Reaction SMILES: [CH3:1][N:2]([CH2:4][CH2:5][CH:6]([C:8]1[CH:13]=[CH:12][CH:11]=[CH:10][CH:9]=1)[OH:7])[CH3:3].F[C:15]1[CH:20]=[CH:19][CH:18]=[CH:17][C:16]=1[CH3:21]>CN1CCN(C)C1=O>[CH3:1][N:2]([CH2:4][CH2:5][CH:6]([O:7][C:15]1[CH:20]=[CH:19][CH:18]=[CH:17][C:16]=1[CH3:21])[C:8]1[CH:13]=[CH:12][CH:11]=[CH:10][CH:9]=1)[CH3:3]. Procedure: reacting an alkoxide of N,N-dimethyl-3-phenyl-3-hydroxypropylamine) with 2-fluorotoluene in 1,3-dimethyl-2-imidazolidinone to give N,N-dimethyl-3-(2-methylphenoxy)-3-phenylpropylamine; The reactants are CCOC(C)=O, CCCCCC, CC(C)(O)C(C)(C)O, O=Cc1ccc(OCCCCCc2ccccc2)c(-c2cccs2)c1, Cc1ccc(S(=O)(=O)O)cc1, c1ccccc1. Yields the product CC1(C)OC(c2ccc(OCCCCCc3ccccc3)c(-c3cccs3)c2)OC1(C)C. Reaction SMILES: [CH3:45][CH2:46][O:47][C:48]([CH3:49])=[O:50].[CH3:57][CH2:58][CH2:59][CH2:60][CH2:61][CH3:62].[OH:26][C:27]([CH3:28])([CH3:29])[C:30]([CH3:31])([CH3:32])[OH:33].[c:1]1([CH2:7][CH2:8][CH2:9][CH2:10][CH2:11][O:12][c:13]2[c:14](-[c:21]3[s:22][cH:23][cH:24][cH:25]3)[cH:15][c:16]([CH:17]=[O:18])[cH:19][cH:20]2)[cH:2][cH:3][cH:4][cH:5][cH:6]1.[c:34]1([CH3:35])[cH:36][cH:37][c:38]([S:39]([OH:40])(=[O:41])=[O:42])[cH:43][cH:44]1.[cH:51]1[cH:52][cH:53][cH:54][cH:55][cH:56]1>>[c:1]1([CH2:7][CH2:8][CH2:9][CH2:10][CH2:11][O:12][c:13]2[c:14](-[c:21]3[s:22][cH:23][cH:24][cH:25]3)[cH:15][c:16]([CH:17]3[O:18][C:30]([CH3:31])([CH3:32])[C:27]([CH3:28])([CH3:29])[O:26]3)[cH:19][cH:20]2)[cH:2][cH:3][cH:4][cH:5][cH:6]1. Starting materials: Cl.N1C=NC(=C1)C=CC(=O)O (4-imidazoleacrylic acid hydrochloride), Cl (HCl), CO (MeOH). Yields the product Cl.N1C=NC(=C1)C=CC(=O)OC (Methyl 3-(Imidazol-4-yl)acrylate Hydrochloride). As a reaction SMILES: [ClH:1].[NH:2]1[CH:6]=[C:5]([CH:7]=[CH:8][C:9]([OH:11])=[O:10])[N:4]=[CH:3]1.Cl.[CH3:13]O>>[ClH:1].[NH:2]1[CH:6]=[C:5]([CH:7]=[CH:8][C:9]([O:11][CH3:13])=[O:10])[N:4]=[CH:3]1 |f:0.1,4.5|. Procedure: A solution of 4-imidazoleacrylic acid hydrochloride (20.0 g, 145 mmol) in MeOH (300 mL) was saturated with HCl (g). The resulting solution was refluxed for 90 min., then concentrated to dryness in vacuo to afford the titled ester as a white solid. Starting materials: C1(=CC=CC=C1)CCO (phenylethyl alcohol), C1=CCCCCCC1 (cyclooctene). Solvent: C1CCCCC1 (cyclohexane). Run at temperature 83 celsius. Product: C1(CCCCCCC1)OCCC1=CC=CC=C1 (phenylethyl cyclooctyl ether). Reaction SMILES: [C:1]1([CH2:7][CH2:8][OH:9])[CH:6]=[CH:5][CH:4]=[CH:3][CH:2]=1.[CH:10]1[CH2:17][CH2:16][CH2:15][CH2:14][CH2:13][CH2:12][CH:11]=1>C1CCCCC1>[CH:10]1([O:9][CH2:8][CH2:7][C:1]2[CH:6]=[CH:5][CH:4]=[CH:3][CH:2]=2)[CH2:17][CH2:16][CH2:15][CH2:14][CH2:13][CH2:12][CH2:11]1. Reported procedure: A mixture of 183 g phenylethyl alcohol, 980 g cyclohexane and 14 g AMBERLYST® 15 was heated to reflux (83° C.) with stirring. cyclooctene over a period of 3 hrs. After refluxing for 13 hrs at 83-89° C. the mixture was filtrated and concentrated on a rotatory evaporator at 45° C. and 25 mbar resulting in 233 g concentrate, containing 17% cyclooctene, 58% phenylethyl alcohol and 18% phenylethyl cyclooctyl ether and 2% diphenylethyl ether by GC analysis, which was vacuum distilled. The fraction wit... Starting materials: C(CC)SC1=C(C=CC=C1)C1=NC=2C(=NC=C(C2)C(F)(F)F)N1C (2-(2-propylsulfanylphenyl)-3-methyl-6-trifluoromethyl-3H-imidazo[4,5-b]pyridine), ClC1=CC(=CC=C1)C(=O)OO (3-chloroperbenzoic acid), C(O)([O-])=O.[Na+] (sodium hydrogen carbonate), S(=S)(=O)([O-])[O-].[Na+].[Na+] (sodium thiosulfate). The solvent is C(Cl)(Cl)Cl (chloroform). Reaction conditions: time 1.5 hour. Yields the product C(C)S(=O)(=O)C1=C(C=CC=C1)C1=NC=2C(=NC=C(C2)C(F)(F)F)N1C (2-(2-ethylsulfonylphenyl)-3-methyl-6-trifluoromethyl-3H-imidazo[4,5-b]pyridine). As a reaction SMILES: C(S[C:5]1[CH:10]=[CH:9][CH:8]=[CH:7][C:6]=1[C:11]1[N:23]([CH3:24])[C:14]2=[N:15][CH:16]=[C:17]([C:19]([F:22])([F:21])[F:20])[CH:18]=[C:13]2[N:12]=1)CC.Cl[C:26]1C=CC=C(C(OO)=O)[CH:27]=1.C(=O)([O-])O.[Na+].[S:41]([O-:45])([O-])(=[O:43])=S.[Na+].[Na+]>C(Cl)(Cl)Cl>[CH2:26]([S:41]([C:5]1[CH:10]=[CH:9][CH:8]=[CH:7][C:6]=1[C:11]1[N:23]([CH3:24])[C:14]2=[N:15][CH:16]=[C:17]([C:19]([F:22])([F:20])[F:21])[CH:18]=[C:13]2[N:12]=1)(=[O:45])=[O:43])[CH3:27] |f:2.3,4.5.6|. Procedure: To a mixture of 2-(2-propylsulfanylphenyl)-3-methyl-6-trifluoromethyl-3H-imidazo[4,5-b]pyridine (0.22 g) and chloroform (3 ml), 3-chloroperbenzoic acid (purity: not less than 65%, 0.33 g) was added under ice-cooling, and then heated to room temperature, and stirred for 1.5 hours. Into the reaction mixture, saturated aqueous sodium hydrogen carbonate solution and saturated aqueous sodium thiosulfate solution were poured, and extracted with ethyl acetate. The organic layer was dried over sodium su... The reactants are CC(=O)O[BH-](OC(C)=O)OC(C)=O, CCOC(C)=O, [Na+], [Na+], O=Cc1ccc2c(c1)OCCO2, C1COCCO1, [OH-], O, Cc1ccc(S(=O)(=O)O)cc1, Cc1cc(C2CCCN2CCN)nc(-n2ccnc2)n1. The product is Cc1cc(C2CCCN2CCNCc2ccc3c(c2)OCCO3)nc(-n2ccnc2)n1. RXN SMILES: [C:45]([O:46][BH-:47]([O:48][C:49](=[O:50])[CH3:51])[O:52][C:53](=[O:54])[CH3:55])(=[O:56])[CH3:57].[CH3:67][CH2:68][O:69][C:70]([CH3:71])=[O:72].[Na+:58].[Na+:60].[O:21]1[CH2:22][CH2:23][O:24][c:25]2[c:26]1[cH:27][cH:28][c:29]([CH:31]=[O:32])[cH:30]2.[O:61]1[CH2:62][CH2:63][O:64][CH2:65][CH2:66]1.[OH-:59].[OH2:33].[c:34]1([CH3:35])[cH:36][cH:37][c:38]([S:39]([OH:40])(=[O:41])=[O:42])[cH:43][cH:44]1.[n:1]1(-[c:6]2[n:7][c:8]([CH3:20])[cH:9][c:10]([CH:12]3[N:13]([CH2:17][CH2:18][NH2:19])[CH2:14][CH2:15][CH2:16]3)[n:11]2)[cH:2][n:3][cH:4][cH:5]1>>[n:1]1(-[c:6]2[n:7][c:8]([CH3:20])[cH:9][c:10]([CH:12]3[N:13]([CH2:17][CH2:18][NH:19][CH2:31][c:29]4[cH:28][cH:27][c:26]5[c:25]([cH:30]4)[O:24][CH2:23][CH2:22][O:21]5)[CH2:14][CH2:15][CH2:16]3)[n:11]2)[cH:2][n:3][cH:4][cH:5]1. Reactants: [Li]CCCC, CC(C)=O, C#CCN1CCCC1, C1CCOC1. Product: CC(C)(O)C#CCN1CCCC1. Reaction SMILES: [CH2:9]([Li:10])[CH2:11][CH2:12][CH3:13].[CH3:14][C:15]([CH3:16])=[O:17].[N:1]1([CH2:6][C:7]#[CH:8])[CH2:2][CH2:3][CH2:4][CH2:5]1.[O:18]1[CH2:19][CH2:20][CH2:21][CH2:22]1>>[N:1]1([CH2:6][C:7]#[C:8][C:15]([CH3:14])([CH3:16])[OH:17])[CH2:2][CH2:3][CH2:4][CH2:5]1. Starting materials: C(C)OC(CCCN)OCC (4-amino butyraldehyde diethyl acetal), S(=O)(=O)(O)Cl.C1=CC=CC=C1 (benzene sulfochloride). Yields the product C(C)OC(CCCNS(=O)(=O)C1=CC=CC=C1)OCC (4-benzene sulfonamido butyraldehyde diethyl acetal). Yield: 86.0%. RXN SMILES: [CH2:1]([O:3][CH:4]([O:9][CH2:10][CH3:11])[CH2:5][CH2:6][CH2:7][NH2:8])[CH3:2].[S:12](Cl)([OH:15])(=O)=[O:13].[CH:17]1[CH:22]=[CH:21][CH:20]=[CH:19][CH:18]=1>>[CH2:10]([O:9][CH:4]([O:3][CH2:1][CH3:2])[CH2:5][CH2:6][CH2:7][NH:8][S:12]([C:17]1[CH:22]=[CH:21][CH:20]=[CH:19][CH:18]=1)(=[O:15])=[O:13])[CH3:11] |f:1.2|. Procedure details: 42 g 4-amino butyraldehyde diethyl acetal and 88 g benzene sulfochloride are processed as explained in Preparation Example 1. The reaction mixture is not clear from the very beginning and vigorous stirring is therefore indispensable. Methylene chloride is used for the extraction of the sulfonamide acetal. Yield: 86% based on the amino acetal used. The product will crystallize when standing for an extended time at room temperature; melting point: 109°-111° C.; for further purification recrystalli... Reactants: C1(=CC=C(C=C1)C1=CC(=NN1)C(=O)OC)C (methyl 5-p-tolyl-1H-pyrazole-3-carboxylate), O1CCCC=C1 (3,4-dihydro-2H-pyran). The reagents and catalysts are FC(C(=O)O)(F)F (trifluoroacetic acid). Solvent: CC#N (MeCN). Product: O1C(CCCC1)N1N=C(C=C1C1=CC=C(C=C1)C)C(=O)OC (methyl 1-(tetrahydro-2H-pyran-2-yl)-5-p-tolyl-1H-pyrazole-3-carboxylate). The yield is 117.3%. As a reaction SMILES: [C:1]1([CH3:16])[CH:6]=[CH:5][C:4]([C:7]2[NH:11][N:10]=[C:9]([C:12]([O:14][CH3:15])=[O:13])[CH:8]=2)=[CH:3][CH:2]=1.[O:17]1[CH:22]=[CH:21][CH2:20][CH2:19][CH2:18]1>CC#N.FC(F)(F)C(O)=O>[O:17]1[CH2:22][CH2:21][CH2:20][CH2:19][CH:18]1[N:11]1[C:7]([C:4]2[CH:3]=[CH:2][C:1]([CH3:16])=[CH:6][CH:5]=2)=[CH:8][C:9]([C:12]([O:14][CH3:15])=[O:13])=[N:10]1. Procedure: A mixture of methyl 5-p-tolyl-1H-pyrazole-3-carboxylate (224 mg, 1.03 mmol), 3,4-dihydro-2H-pyran (190 μL, 2.07 mmol) and trifluoroacetic acid (2 μL, 0.02 mmol) in anhydrous MeCN (3 mL) was refluxed for 2 hrs. The solvent was evaporated. The residue was resuspended in CH2Cl2 (50 mL) and was washed with H2O and brine. After drying with Na2SO4, solvent evaporation and silica gel column chromatography (PE-EtOAc, 6:4) methyl 1-(tetrahydro-2H-pyran-2-yl)-5-p-tolyl-1H-pyrazole-3-carboxylate (363 mg, 6...